This data is from the Open Reaction Database (ORD), a public repository of structured organic reaction records. The task is: describe an organic reaction: reactants, conditions, products, and yield Reported procedure: 3,5-Diisopropyl-4-methoxybenzaldehyde was condensed with 5-fluoro-2-oxindole to give 0.3 g of 3-(3,5-diisopropyl-4methoxybenzylidene)-5-fluoro-1,3-dihydroindol-2-one as a yellow-orange solid. Yields the product C(C)(C)C=1C=C(C=C2C(NC3=CC=C(C=C23)F)=O)C=C(C1OC)C(C)C (3-(3,5-diisopropyl-4methoxybenzylidene)-5-fluoro-1,3-dihydroindol-2-one). The reactants are C(C)(C)C=1C=C(C=O)C=C(C1OC)C(C)C (3,5-Diisopropyl-4-methoxybenzaldehyde), FC=1C=C2CC(NC2=CC1)=O (5-fluoro-2-oxindole). Reaction SMILES: [CH:1]([C:4]1[CH:5]=[C:6]([CH:9]=[C:10]([CH:14]([CH3:16])[CH3:15])[C:11]=1[O:12][CH3:13])[CH:7]=O)([CH3:3])[CH3:2].[F:17][C:18]1[CH:19]=[C:20]2[C:24](=[CH:25][CH:26]=1)[NH:23][C:22](=[O:27])[CH2:21]2>>[CH:1]([C:4]1[CH:5]=[C:6]([CH:9]=[C:10]([CH:14]([CH3:16])[CH3:15])[C:11]=1[O:12][CH3:13])[CH:7]=[C:21]1[C:20]2[C:24](=[CH:25][CH:26]=[C:18]([F:17])[CH:19]=2)[NH:23][C:22]1=[O:27])([CH3:3])[CH3:2].